Dataset: the Open Reaction Database (ORD), a public repository of structured organic reaction records. Task: describe an organic reaction: reactants, conditions, products, and yield Starting materials: O=C([O-])[O-], C1COCCN1, COC(=O)Cc1c(C)n(S(=O)(=O)c2ccc(F)c(C#N)c2)c2ncccc12, CC#N, [K+], [K+]. The product is COC(=O)Cc1c(C)n(S(=O)(=O)c2ccc(N3CCOCC3)c(C#N)c2)c2ncccc12. As a reaction SMILES: [C:28](=[O:29])([O-:30])[O-:31].[CH2:34]1[CH2:35][O:36][CH2:37][CH2:38][NH:39]1.[CH3:1][O:2][C:3]([CH2:4][c:5]1[c:6]([CH3:26])[n:7]([S:14](=[O:15])(=[O:16])[c:17]2[cH:18][c:19]([C:24]#[N:25])[c:20]([F:23])[cH:21][cH:22]2)[c:8]2[n:9][cH:10][cH:11][cH:12][c:13]12)=[O:27].[CH3:40][C:41]#[N:42].[K+:32].[K+:33]>>[CH3:1][O:2][C:3]([CH2:4][c:5]1[c:6]([CH3:26])[n:7]([S:14](=[O:15])(=[O:16])[c:17]2[cH:18][c:19]([C:24]#[N:25])[c:20]([N:39]3[CH2:34][CH2:35][O:36][CH2:37][CH2:38]3)[cH:21][cH:22]2)[c:8]2[n:9][cH:10][cH:11][cH:12][c:13]12)=[O:27]. Product: ClC1=CC=C(C=C1)S(=O)(=O)NC1=CC=C(C2=CC=CC=C12)O[C@H]1CN(CC1)C(=O)OC(C)(C)C (tert-Butyl (3R)-3-[(4-{[(4-chlorophenyl)sulfonyl]amino}-1-naphthyl)oxy]pyrrolidine-1-carboxylate). Reported procedure: The compound was prepared from tert-butyl (3R)-3-[(4-nitro-1-naphthyl)oxy]pyrrolidine-1-carboxylate (0.3 g, 0.9 mmol) and 4-chloro-phenylsulfonylchloride (0.23 g, 1.1 mmol). Yield: 0.4 g (87%) of the title compound. 1H NMR (400 MHz, CDCl3) δ ppm 1.46 (d, J=4.52 Hz, 9H) 2.15-2-34 (m, 2H) 3.54-3.74 (m, 4H) 5.05 (br s, 1H) 6.60-6.66 (m, 2H) 7.17-7.23 (m, 1H) 7.33 (d, J=8.53 Hz, 1H) 7.39-7.43 (m, 2H) 7.62-7.64 (m, 2H) 7.65-7.70 (m, J=6.02 Hz, 1H) 8.18 (d, J=8.53 Hz, 1H) MS (ESI+) for C25H27ClN2O5S m... The yield is 88.4%. Starting materials: [N+](=O)([O-])C1=CC=C(C2=CC=CC=C12)O[C@H]1CN(CC1)C(=O)OC(C)(C)C (tert-butyl (3R)-3-[(4-nitro-1-naphthyl)oxy]pyrrolidine-1-carboxylate), ClC1=CC=C(C=C1)S(=O)(=O)Cl (4-chloro-phenylsulfonylchloride). RXN SMILES: [N+:1]([C:4]1[C:13]2[C:8](=[CH:9][CH:10]=[CH:11][CH:12]=2)[C:7]([O:14][C@@H:15]2[CH2:19][CH2:18][N:17]([C:20]([O:22][C:23]([CH3:26])([CH3:25])[CH3:24])=[O:21])[CH2:16]2)=[CH:6][CH:5]=1)([O-])=O.[Cl:27][C:28]1[CH:33]=[CH:32][C:31]([S:34](Cl)(=[O:36])=[O:35])=[CH:30][CH:29]=1>>[Cl:27][C:28]1[CH:33]=[CH:32][C:31]([S:34]([NH:1][C:4]2[C:13]3[C:8](=[CH:9][CH:10]=[CH:11][CH:12]=3)[C:7]([O:14][C@@H:15]3[CH2:19][CH2:18][N:17]([C:20]([O:22][C:23]([CH3:26])([CH3:25])[CH3:24])=[O:21])[CH2:16]3)=[CH:6][CH:5]=2)(=[O:36])=[O:35])=[CH:30][CH:29]=1. The reactants are crude material, BrC1=CC=2N(C=C1)N=C(N2)N2CCOCC2 (4-(7-bromo-[1,2,4]triazolo[1,5-a]pyridin-2-yl)morpholine), C(N)(OC(C)(C)C)=O (tert-butyl carbamate), C([O-])([O-])=O.[Cs+].[Cs+] (cesium carbonate). Reagents/catalysts: C=1C=CC(=CC1)/C=C/C(=O)/C=C/C2=CC=CC=C2.C=1C=CC(=CC1)/C=C/C(=O)/C=C/C2=CC=CC=C2.C=1C=CC(=CC1)/C=C/C(=O)/C=C/C2=CC=CC=C2.[Pd].[Pd] (tris(dibenzylideneacetone)dipalladium(0)), C1(=CC=CC=C1)P(C1=CC=CC=2C(C3=CC=CC(=C3OC12)P(C1=CC=CC=C1)C1=CC=CC=C1)(C)C)C1=CC=CC=C1 (4,5-bis(diphenylphosphino)-9,9-dimethylxanthene). Run in O1CCOCC1 (dioxane). Reaction conditions: temperature 110 celsius. Yields the product O1CCN(CC1)C1=NN2C(C=C(C=C2)NC(OC(C)(C)C)=O)=N1 (tert-butyl 2-morpholino-[1,2,4]triazolo[1,5-a]pyridin-7-ylcarbamate). Yield: 101.1%. Reaction SMILES: Br[C:2]1[CH:7]=[CH:6][N:5]2[N:8]=[C:9]([N:11]3[CH2:16][CH2:15][O:14][CH2:13][CH2:12]3)[N:10]=[C:4]2[CH:3]=1.[C:17](=[O:24])([O:19][C:20]([CH3:23])([CH3:22])[CH3:21])[NH2:18].C(=O)([O-])[O-].[Cs+].[Cs+]>O1CCOCC1.C1C=CC(/C=C/C(/C=C/C2C=CC=CC=2)=O)=CC=1.C1C=CC(/C=C/C(/C=C/C2C=CC=CC=2)=O)=CC=1.C1C=CC(/C=C/C(/C=C/C2C=CC=CC=2)=O)=CC=1.[Pd].[Pd].C1(P(C2C=CC=CC=2)C2C3OC4C(=CC=CC=4P(C4C=CC=CC=4)C4C=CC=CC=4)C(C)(C)C=3C=CC=2)C=CC=CC=1>[O:14]1[CH2:15][CH2:16][N:11]([C:9]2[N:10]=[C:4]3[CH:3]=[C:2]([NH:18][C:17](=[O:24])[O:19][C:20]([CH3:23])([CH3:22])[CH3:21])[CH:7]=[CH:6][N:5]3[N:8]=2)[CH2:12][CH2:13]1 |f:2.3.4,6.7.8.9.10|. Procedure: To an argon purged solution of 4-(7-bromo-[1,2,4]triazolo[1,5-a]pyridin-2-yl)morpholine (321 mg, 1.13 mmol) in dioxane (8 ml) are added tert-butyl carbamate (159 mg, 1.36 mmol), tris(dibenzylideneacetone)dipalladium(0) (20.8 mg, 22.7 μmol), 4,5-bis(diphenylphosphino)-9,9-dimethylxanthene (26.2 mg, 45.4 μmol) and cesium carbonate (517 mg, 1.59 mmol). The reaction vessel is sealed and heated to 110° C. for 20 hours. The crude material is applied on silica and purified by flash chromatography on a ... Reactants: CN(C)c1ccncc1, ClCCl, Cc1onc2c1c(=O)n(C1C=CC(N)C1)c1cccc(Cl)c21, O=C=Nc1ccccc1. The product is Cc1onc2c1c(=O)n(C1C=CC(NC(=O)Nc3ccccc3)C1)c1cccc(Cl)c21. RXN SMILES: [CH3:35][N:36]([c:37]1[cH:38][cH:39][n:40][cH:41][cH:42]1)[CH3:43].[Cl:32][CH2:33][Cl:34].[NH2:1][CH:2]1[CH:3]=[CH:4][CH:5]([n:7]2[c:8](=[O:22])[c:9]3[c:10]([c:11]4[c:12]([Cl:17])[cH:13][cH:14][cH:15][c:16]24)[n:18][o:19][c:20]3[CH3:21])[CH2:6]1.[O:23]=[C:24]=[N:25][c:26]1[cH:27][cH:28][cH:29][cH:30][cH:31]1>>[NH:1]([CH:2]1[CH:3]=[CH:4][CH:5]([n:7]2[c:8](=[O:22])[c:9]3[c:10]([c:11]4[c:12]([Cl:17])[cH:13][cH:14][cH:15][c:16]24)[n:18][o:19][c:20]3[CH3:21])[CH2:6]1)[C:24](=[O:23])[NH:25][c:26]1[cH:27][cH:28][cH:29][cH:30][cH:31]1. Starting materials: O (Water), C(C)OC(C(CCN1C(C=2N(C=3C=C(OC3C2)C2=CC=C(C=C2)Cl)C1=S)=O)CC)=O (ethyl 4-[2-(4-chloro-phenyl)-6-oxo-4-thioxo-6H-1-oxa-3b,5-diaza-cyclopenta[a]pentalen-5-yl]-butyric acid ethyl ester), O (water). Run in C(=O)(C(F)(F)F)O (TFA). Conditions: temperature 70 celsius. Yields the product ClC1=CC=C(C=C1)C=1OC=2C=C3N(C2C1)C(N(C3=O)CCCC(=O)O)=S (4-[2-(4-chloro-phenyl)-6-oxo-4-thioxo-6H-1-oxa-3b,5-diaza-cyclopenta[a]pentalen-5-yl]-butyric acid). Yield: 91.9%. As a reaction SMILES: C([O:3][C:4](=[O:30])[CH:5](CC)[CH2:6][CH2:7][N:8]1[C:25](=[S:26])[N:11]2[C:12]3[CH:13]=[C:14]([C:18]4[CH:23]=[CH:22][C:21]([Cl:24])=[CH:20][CH:19]=4)[O:15][C:16]=3[CH:17]=[C:10]2[C:9]1=[O:27])C.O>C(O)(C(F)(F)F)=O>[Cl:24][C:21]1[CH:22]=[CH:23][C:18]([C:14]2[O:15][C:16]3[CH:17]=[C:10]4[C:9](=[O:27])[N:8]([CH2:7][CH2:6][CH2:5][C:4]([OH:30])=[O:3])[C:25](=[S:26])[N:11]4[C:12]=3[CH:13]=2)=[CH:19][CH:20]=1. Reported procedure: Compound 4 (17.5 mg, 0.042 mmol) was dissolved in TFA (2 ml), to give a clear red solution. Water (0.5 ml) was added and the mixture was heated at 70° C. overnight. Additional water (2 ml) was added and the solvents of the reaction mixture reaction mixture were evaporated under reduced pressure to afford Compound 5 as a yellow-brown solid (15 mg, 90% yield). Starting materials: [N+](=O)([O-])C=1C=C(NC1)C(=O)OCC (ethyl 4-nitro-1H-pyrrol-2-carboxylate), O (Water), [H-].[Na+] (sodium hydride), C(C)I (Ethyl iodide). Solvent: CN(C=O)C (N,N-dimethylformamide). Reaction conditions: time 30 minute. Product: NC=1C=C(N(C1)CC)C(=O)OCC (ethyl 4- amino-1-ethyl-1H-pyrrole-2-carboxylate). Yield: 78.0%. RXN SMILES: [N+:1]([C:4]1[CH:5]=[C:6]([C:9]([O:11][CH2:12][CH3:13])=[O:10])[NH:7][CH:8]=1)([O-])=O.[H-].[Na+].[CH2:16](I)[CH3:17].O>CN(C)C=O>[NH2:1][C:4]1[CH:5]=[C:6]([C:9]([O:11][CH2:12][CH3:13])=[O:10])[N:7]([CH2:16][CH3:17])[CH:8]=1 |f:1.2|. Procedure details: To a solution of ethyl 4-nitro-1H-pyrrol-2-carboxylate (10 g) in N,N-dimethylformamide (100 mL) was slowly added sodium hydride (60%, oily, 2.4 g) at 0° C., and the mixture was stirred at room temperature for 30 min. Ethyl iodide (4.8 mL) was slowly added to the reaction mixture, and the mixture was stirred at room temperature overnight. Water was added to the reaction mixture, and the mixture was extracted with ethyl acetate. The ethyl acetate layer was washed with saturated brine, dried (MgSO4...